This data is from the Open Reaction Database (ORD), a public repository of structured organic reaction records. The task is: describe an organic reaction: reactants, conditions, products, and yield The reactants are FC1=C(C=CC=C1)C1=NOC(=C1C(=O)O)C (3-(2-fluorophenyl)-5-methylisoxazol-4-carboxylic acid), Cl.C(C)N=C=NCCCN(C)C (1-ethyl-3-(dimethylaminopropyl)carbodiimide hydrochloride), ClC=1C=C(C=CC1Cl)N1CCNCC1 (1-(3,4-dichlorophenyl)piperazine). The solvent is ClCCl (dichloromethane). Yields the product ClC=1C=C(C=CC1Cl)N1CCN(CC1)C(=O)C=1C(=NOC1C)C1=C(C=CC=C1)F ((4-(3,4-dichlorophenyl)piperazine-1-yl)(3-(2-fluorophenyl)-5-methylisoxazol-4-yl)methanone). Yield: 73.4%. Reaction SMILES: [F:1][C:2]1[CH:7]=[CH:6][CH:5]=[CH:4][C:3]=1[C:8]1[C:12]([C:13]([OH:15])=O)=[C:11]([CH3:16])[O:10][N:9]=1.Cl.C(N=C=NCCCN(C)C)C.[Cl:29][C:30]1[CH:31]=[C:32]([N:37]2[CH2:42][CH2:41][NH:40][CH2:39][CH2:38]2)[CH:33]=[CH:34][C:35]=1[Cl:36]>ClCCl>[Cl:29][C:30]1[CH:31]=[C:32]([N:37]2[CH2:42][CH2:41][N:40]([C:13]([C:12]3[C:8]([C:3]4[CH:4]=[CH:5][CH:6]=[CH:7][C:2]=4[F:1])=[N:9][O:10][C:11]=3[CH3:16])=[O:15])[CH2:39][CH2:38]2)[CH:33]=[CH:34][C:35]=1[Cl:36] |f:1.2|. Reported procedure: In a similar manner as described in Example 1, by using dichloromethane (30 mL), 3-(2-fluorophenyl)-5-methylisoxazol-4-carboxylic acid (407 mg, 1.84 mmol), 1-ethyl-3-(dimethylaminopropyl)carbodiimide hydrochloride (388 mg, 2.02 mmol) and 1-(3,4-dichlorophenyl)piperazine (425 mg, 1.84 mmol), a white solid required compound (587 mg, 1.35 mmol, 74%) was obtained. Starting materials: C1(=CC=CC=C1)CCS(=O)(=O)N1CCC(CC1)CN (C-[1-(2-phenyl-ethanesulfonyl)-piperidin-4-yl]-methylamine), ClC1=NC=C(C(=N1)N)F (2-chloro-5-fluoro-pyrimidin-4-ylamine). Yields the product FC=1C(=NC(=NC1)NCC1CCN(CC1)S(=O)(=O)CCC1=CC=CC=C1)N (5-Fluoro-N2-[1-(2-phenyl-ethanesulfonyl)-piperidin-4-ylmethyl]-pyrimidine-2,4-diamine). Reaction SMILES: [C:1]1([CH2:7][CH2:8][S:9]([N:12]2[CH2:17][CH2:16][CH:15]([CH2:18][NH2:19])[CH2:14][CH2:13]2)(=[O:11])=[O:10])[CH:6]=[CH:5][CH:4]=[CH:3][CH:2]=1.Cl[C:21]1[N:26]=[C:25]([NH2:27])[C:24]([F:28])=[CH:23][N:22]=1>>[F:28][C:24]1[C:25]([NH2:27])=[N:26][C:21]([NH:19][CH2:18][CH:15]2[CH2:14][CH2:13][N:12]([S:9]([CH2:8][CH2:7][C:1]3[CH:6]=[CH:5][CH:4]=[CH:3][CH:2]=3)(=[O:10])=[O:11])[CH2:17][CH2:16]2)=[N:22][CH:23]=1. Procedure: EXAMPLE 95 was prepared from C-[1-(2-phenyl-ethanesulfonyl)-piperidin-4-yl]-methylamine and 2-chloro-5-fluoro-pyrimidin-4-ylamine: MS (m+1)=394.5.